From a dataset of the Open Reaction Database (ORD), a public repository of structured organic reaction records. describe an organic reaction: reactants, conditions, products, and yield The product is c1ccc(-c2csc3nc(NCC4CC4)nc(NCc4ccccn4)c23)cc1. Reactants: NCC1CC1, Clc1nc(NCc2ccccn2)c2c(-c3ccccc3)csc2n1, O. RXN SMILES: [CH:25]1([CH2:28][NH2:29])[CH2:26][CH2:27]1.[Cl:1][c:2]1[n:3][c:4]([NH:17][CH2:18][c:19]2[n:20][cH:21][cH:22][cH:23][cH:24]2)[c:5]2[c:6]([n:7]1)[s:8][cH:9][c:10]2-[c:11]1[cH:12][cH:13][cH:14][cH:15][cH:16]1.[OH2:30]>>[c:2]1([NH:29][CH2:28][CH:25]2[CH2:26][CH2:27]2)[n:3][c:4]([NH:17][CH2:18][c:19]2[n:20][cH:21][cH:22][cH:23][cH:24]2)[c:5]2[c:6]([n:7]1)[s:8][cH:9][c:10]2-[c:11]1[cH:12][cH:13][cH:14][cH:15][cH:16]1.